This data is from the Open Reaction Database (ORD), a public repository of structured organic reaction records. The task is: describe an organic reaction: reactants, conditions, products, and yield As a reaction SMILES: [Cl:1][C:2]1[C:12]([C:13](=[O:19])[C:14]2[S:18][CH:17]=[CH:16][CH:15]=2)=[CH:11][C:5]2[CH2:6][CH:7]([CH:9]=O)[O:8][C:4]=2[C:3]=1[Cl:20].C([O-])(=O)C.[NH4+].C([BH3-])#[N:27].[Na+].Cl>CO>[NH2:27][C:7]1([CH3:9])[CH2:6][C:5]2[CH:11]=[C:12]([C:13](=[O:19])[C:14]3[S:18][CH:17]=[CH:16][CH:15]=3)[C:2]([Cl:1])=[C:3]([Cl:20])[C:4]=2[O:8]1 |f:1.2,3.4|. Reactants: Cl (hydrochloric acid), ClC1=C(C2=C(CC(O2)C=O)C=C1C(C1=CC=CS1)=O)Cl (6,7-dichloro-2,3-dihydro-5-(2-thenoyl)benzofuran-2-carboxaldehyde), C(C)(=O)[O-].[NH4+] (ammonium acetate), C(#N)[BH3-].[Na+] (sodium cyanoborohydride). Procedure: A stirred solution containing 6,7-dichloro-2,3-dihydro-5-(2-thenoyl)benzofuran-2-carboxaldehyde (3.27 g., 0.01 mole) and ammonium acetate (6.16 g., 0.08 mole) in methanol (100 ml.) is treated with sodium cyanoborohydride (0.72 g., 0.0115 mole). After stirring 24 hours at 25° C., the reaction is acidified (pH below 2) with concentrated hydrochloric acid and the methanol is distilled at reduced pressure. The residue is stirred in water (25 ml.) for 15 minutes and then the mixture is extracted with... Reaction conditions: temperature 25 celsius, time 24 hour. The solvent is CO (methanol). Yields the product NC1(OC2=C(C1)C=C(C(=C2Cl)Cl)C(C2=CC=CS2)=O)C (2-amino-methyl-6,7-dichloro-2,3-dihydro-5-(2-thenoyl)benzofuran). The reactants are ClC[C@H](CC(CC(=O)OC(C)(C)C)=O)O (tert-butyl(5S)-6-chloro-5-hydroxy-3-oxohexanoate), O=C[C@H](O)[C@@H](O)[C@H](O)[C@H](O)CO (glucose). The solvent is P(=O)([O-])([O-])[O-] (phosphate). Reaction conditions: temperature 30 celsius, time 2 day. Product: ClC[C@H](C[C@H](CC(=O)OC(C)(C)C)O)O (Tert-butyl(3R,5S)-6-chloro-3,5-dihydroxyhexanoate). RXN SMILES: [Cl:1][CH2:2][C@@H:3]([OH:15])[CH2:4][C:5](=[O:14])[CH2:6][C:7]([O:9][C:10]([CH3:13])([CH3:12])[CH3:11])=[O:8].O=C[C@@H]([C@H]([C@@H]([C@@H](CO)O)O)O)O>P([O-])([O-])([O-])=O>[Cl:1][CH2:2][C@@H:3]([OH:15])[CH2:4][C@@H:5]([OH:14])[CH2:6][C:7]([O:9][C:10]([CH3:11])([CH3:12])[CH3:13])=[O:8]. Reported procedure: Sakaguchi flasks of 500 mL capacity were respectively charged with 50 mL of said medium A and, after sterilization, inoculated with the microbial strains indicated in Table 1, respectively. Aerobic shake culture was then carried out at 30° C. for 2 days. From each of the culture broths, the cells were harvested by centrifugation and suspended in 25 mL of 50 mM phosphate buffer (pH 6.5) containing 1% of tert-butyl(5S)-6-chloro-5-hydroxy-3-oxohexanoate (synthesized by the process described in Exam... Reactants: ClC1=CC(=NC2=CC=C(C=C12)C)N1CCS(C2=C(C1)C=CC=C2)(=O)=O (4-(4-chloro-6-methylquinolin-2-yl)-2,3,4,5-tetrahydro-1,4-benzothiazepine 1,1-dioxide), S(CCN)CCN (2,2′-sulfanediyldiethanamine). The product is NCCSCCNC1=CC(=NC2=CC=C(C=C12)C)N1CCS(C2=C(C1)C=CC=C2)(=O)=O (N-{2-[(2-Aminoethyl)sulfanyl]ethyl}-2-(1,1-dioxido-2,3-dihydro-1,4-benzothiazepin-4(5H)-yl)-6-methylquinolin-4-amine). As a reaction SMILES: Cl[C:2]1[C:11]2[C:6](=[CH:7][CH:8]=[C:9]([CH3:12])[CH:10]=2)[N:5]=[C:4]([N:13]2[CH2:19][C:18]3[CH:20]=[CH:21][CH:22]=[CH:23][C:17]=3[S:16](=[O:25])(=[O:24])[CH2:15][CH2:14]2)[CH:3]=1.[S:26]([CH2:30][CH2:31][NH2:32])[CH2:27][CH2:28][NH2:29]>>[NH2:29][CH2:28][CH2:27][S:26][CH2:30][CH2:31][NH:32][C:2]1[C:11]2[C:6](=[CH:7][CH:8]=[C:9]([CH3:12])[CH:10]=2)[N:5]=[C:4]([N:13]2[CH2:19][C:18]3[CH:20]=[CH:21][CH:22]=[CH:23][C:17]=3[S:16](=[O:25])(=[O:24])[CH2:15][CH2:14]2)[CH:3]=1. Procedure details: The title compound was prepared in analogy to Example 8-1 in Scheme 5 by using 4-(4-chloro-6-methylquinolin-2-yl)-2,3,4,5-tetrahydro-1,4-benzothiazepine 1,1-dioxide (prepared in analogy to the one in Example 2-1) and 2,2′-sulfanediyldiethanamine. MS obsd. (ESI+) [(M+H)+] 457, 1H NMR (400 MHz, CD3OD) δ ppm 8.00 (dd, J=7.83, 1.26 Hz, 1 H), 7.84 (d, J=7.33 Hz, 1 H), 7.65 (td, J=7.58, 1.26 Hz, 1 H), 7.57 (s, 1 H), 7.51-7.39 (m, 2 H), 7.29 (dd, J=8.59, 1.77 Hz, 1 H), 6.03 (s, 1 H), 5.14 (s, 2 H), 3.6... Starting materials: [N+](=O)([O-])C=1C=CC2=C(C(=NS2)OCC#N)C1 ([(5-nitro-1,2-benzisothiazol-3-yl)oxy]acetonitrile), C(C)(=O)O (acetic acid), C(C)(=O)O (acetic acid). The reagents and catalysts are [Fe] (iron). The solvent is C(C)(=O)OCC (ethyl acetate). Reaction conditions: temperature 50 celsius. Product: NC=1C=CC2=C(C(=NS2)OCC#N)C1 ([(5-Amino-1,2-benzisothiazol-3-yl)-oxy]acetonitrile). As a reaction SMILES: C(O)(=O)C.[N+:5]([C:8]1[CH:9]=[CH:10][C:11]2[S:15][N:14]=[C:13]([O:16][CH2:17][C:18]#[N:19])[C:12]=2[CH:20]=1)([O-])=O>[Fe].C(OCC)(=O)C>[NH2:5][C:8]1[CH:9]=[CH:10][C:11]2[S:15][N:14]=[C:13]([O:16][CH2:17][C:18]#[N:19])[C:12]=2[CH:20]=1. Reported procedure: A mixture of iron powder (13.0 g, 0.233 mol) in a 5% acetic acid solution (65.0 mL) is heated to 50° C., treated portionwise with a mixture of [(5-nitro-1,2-benzisothiazol-3-yl)oxy]acetonitrile (11.0 g, 0.047 mol), acetic acid (100 mL) and ethyl acetate (65.0 mL), refluxed for two hours, cooled to 40° C., and filtered to remove solids. The phases are separated and the aqueous phase is extracted with ethyl acetate. The organic phase and the organic extracts are combined, washed sequentially with ... The reactants are FC1=C2C(C=C(OC2=C(C=C1)C=C(C(C)=O)C(C)=O)C)=O (3-[(5-fluoro-2-methyl-4-oxo-4H-chromen-8-yl)methylene]pentane-2,4-dione), N\C(=C/C(=O)OCC)\C (ethyl 3-aminocrotonate). The solvent is CC(C)O (2-propanol). Product: C(C)(=O)C=1C(C(=C(NC1C)C)C(=O)OCC)C=1C=CC(=C2C(C=C(OC12)C)=O)F (Ethyl 5-acetyl-2,6-dimethyl-4-(5-fluoro-2-methyl-4-oxo-4H-chromen-8-yl)-1,4-dihydropyridine-3-carboxylate). Reaction SMILES: [F:1][C:2]1[CH:11]=[CH:10][C:9]([CH:12]=[C:13]([C:17](=O)[CH3:18])[C:14](=[O:16])[CH3:15])=[C:8]2[C:3]=1[C:4](=[O:21])[CH:5]=[C:6]([CH3:20])[O:7]2.[NH2:22]/[C:23](/[CH3:30])=[CH:24]\[C:25]([O:27][CH2:28][CH3:29])=[O:26]>CC(O)C>[C:14]([C:13]1[CH:12]([C:9]2[CH:10]=[CH:11][C:2]([F:1])=[C:3]3[C:8]=2[O:7][C:6]([CH3:20])=[CH:5][C:4]3=[O:21])[C:24]([C:25]([O:27][CH2:28][CH3:29])=[O:26])=[C:23]([CH3:30])[NH:22][C:17]=1[CH3:18])(=[O:16])[CH3:15]. Reported procedure: 150 mg (0.52 mmol) of 3-[(5-fluoro-2-methyl-4-oxo-4H-chromen-8-yl)methylene]pentane-2,4-dione are dissolved with 33.6 mg (0.26 mmol) of ethyl 3-aminocrotonate in 5 ml of 2-propanol and heated under reflux under argon for 3 h. The solvent is removed in vacuo, and the residue is purified by column chromatography (mobile phase: ethyl acetate/cyclohexane 2:1). 50.1 mg (48% of theory) of the title compound are obtained as a yellow solid. Starting materials: C1(CCCC1)C[C@@H](C(=O)N)C1=CC(=C(C=C1)Cl)Cl (3-cyclopentyl-2(R)-(3,4-dichloro-phenyl)-propionamide), C(C=C)N=C=O (allyl isocyanate). Run in C1(=CC=CC=C1)C (toluene). Conditions: temperature 25 celsius. Yields the product hexanes ethyl acetate, C(C=C)NC(=O)NC([C@H](CC1CCCC1)C1=CC(=C(C=C1)Cl)Cl)=O (1-allyl-3-[3-cyclopentyl-2(R)-(3,4-dichloro-phenyl)-propionyl]-urea). The yield is 80.9%. RXN SMILES: [CH:1]1([CH2:6][C@H:7]([C:11]2[CH:16]=[CH:15][C:14]([Cl:17])=[C:13]([Cl:18])[CH:12]=2)[C:8]([NH2:10])=[O:9])[CH2:5][CH2:4][CH2:3][CH2:2]1.[CH2:19]([N:22]=[C:23]=[O:24])[CH:20]=[CH2:21]>C1(C)C=CC=CC=1>[CH2:19]([NH:22][C:23]([NH:10][C:8](=[O:9])[C@@H:7]([C:11]1[CH:16]=[CH:15][C:14]([Cl:17])=[C:13]([Cl:18])[CH:12]=1)[CH2:6][CH:1]1[CH2:5][CH2:4][CH2:3][CH2:2]1)=[O:24])[CH:20]=[CH2:21]. Procedure details: A solution of 3-cyclopentyl-2(R)-(3,4-dichloro-phenyl)-propionamide (prepared in Example 13, 1.02 g, 3.55 mmol) in toluene (30 mL) was treated with allyl isocyanate (0.47 mL, 5.33 mmol). This solution was heated to reflux for 16 h. At this time, the reaction was cooled to 25° C. and concentrated in vacuo. Flash chromatography (Merck Silica gel 60, 230-400 mesh, 90/10 hexanes/ethyl acetate) afforded 1-allyl-3-[3-cyclopentyl-2(R)-(3,4-dichloro-phenyl)-propionyl]-urea (1.06 g, 81%) as a colorless o... Starting materials: FC(C1=CC=C(C=C1)C=1C=CC=2N(C1)C(=CN2)C(=O)O)(F)F (6-(4-trifluoromethyl-phenyl)-imidazo[1,2-a]pyridine-3-carboxylic acid), NC1=NC=CC(=C1)C(=N)NO (2-amino-N-hydroxy-pyridine-4-carboxamidine). The product is FC(C1=CC=C(C=C1)C=1C=CC=2N(C1)C(=CN2)C2=NC(=NO2)C2=CC(=NC=C2)N)(F)F (4-{5-[6-(4-Trifluoromethyl-phenyl)-imidazo[1,2-a]pyridin-3-yl]-[1,2,4]oxadiazol-3-yl}-pyridin-2-ylamine). RXN SMILES: [F:1][C:2]([F:22])([F:21])[C:3]1[CH:8]=[CH:7][C:6]([C:9]2[CH:10]=[CH:11][C:12]3[N:13]([C:15]([C:18]([OH:20])=O)=[CH:16][N:17]=3)[CH:14]=2)=[CH:5][CH:4]=1.[NH2:23][C:24]1[CH:29]=[C:28]([C:30]([NH:32]O)=[NH:31])[CH:27]=[CH:26][N:25]=1>>[F:22][C:2]([F:21])([F:1])[C:3]1[CH:4]=[CH:5][C:6]([C:9]2[CH:10]=[CH:11][C:12]3[N:13]([C:15]([C:18]4[O:20][N:32]=[C:30]([C:28]5[CH:27]=[CH:26][N:25]=[C:24]([NH2:23])[CH:29]=5)[N:31]=4)=[CH:16][N:17]=3)[CH:14]=2)=[CH:7][CH:8]=1. Procedure details: The title compound was prepared from 6-(4-trifluoromethyl-phenyl)-imidazo[1,2-a]pyridine-3-carboxylic acid (example C.35) (153 mg, 0.5 mmol) and 2-amino-N-hydroxy-pyridine-4-carboxamidine (example B.6) (114 mg, 0.75 mmol) according to general procedure II. Obtained after purification by column chromatography on silica gel (dichloromethane/MeOH 16:1)) and crystallization (MeOH/dichloromethane/hexane) as an off-white solid (80 mg, 38%). MS (EI) 422.9 [(M)+]; mp 280° C. Reactants: O=C([O-])[O-], CN(C)C=O, CC(C)c1cc2ccccn2n1, [K+], [K+], O=P(Cl)(Cl)Cl. Product: CC(C)c1nn2ccccc2c1C=O. As a reaction SMILES: [C:18]([O-:19])(=[O:20])[O-:21].[CH3:24][N:25]([CH3:26])[CH:27]=[O:28].[CH:1]([CH3:2])([CH3:3])[c:4]1[n:5][n:6]2[c:7]([cH:8][cH:9][cH:10][cH:11]2)[cH:12]1.[K+:22].[K+:23].[P:13]([Cl:14])([Cl:15])([Cl:16])=[O:17]>>[CH:1]([CH3:2])([CH3:3])[c:4]1[n:5][n:6]2[c:7]([cH:8][cH:9][cH:10][cH:11]2)[c:12]1[CH:18]=[O:19].